From a dataset of the Open Reaction Database (ORD), a public repository of structured organic reaction records. describe an organic reaction: reactants, conditions, products, and yield Starting materials: O=C([O-])[O-], SCc1ccccc1, COC(=O)c1cccc([N+](=O)[O-])c1Cl, CN(C)C=O, [K+], [K+]. Yields the product COC(=O)c1cccc([N+](=O)[O-])c1SCc1ccccc1. As a reaction SMILES: [C:23](=[O:24])([O-:25])[O-:26].[CH2:15]([c:16]1[cH:17][cH:18][cH:19][cH:20][cH:21]1)[SH:22].[CH3:1][O:2][C:3]([c:4]1[c:5]([Cl:13])[c:6]([N+:10](=[O:11])[O-:12])[cH:7][cH:8][cH:9]1)=[O:14].[CH3:29][N:30]([CH3:31])[CH:32]=[O:33].[K+:27].[K+:28]>>[CH3:1][O:2][C:3]([c:4]1[c:5]([S:22][CH2:15][c:16]2[cH:17][cH:18][cH:19][cH:20][cH:21]2)[c:6]([N+:10](=[O:11])[O-:12])[cH:7][cH:8][cH:9]1)=[O:14]. Starting materials: ClC=1C=C(C=CC1Cl)CC#N ((3,4-dichlorophenyl)acetonitrile), C([O-])([O-])=O.[K+].[K+] (potassium carbonate), C(C=O)(=O)O (glyoxylic acid). Solvent: CO (methanol). Conditions: time 5 hour. The product is C(#N)C(=CC(=O)[O-])C1=CC(=C(C=C1)Cl)Cl.[K+] (Potassium 3-Cyano-3-(3,4-dichlorophenyl)acrylate). Reaction SMILES: [Cl:1][C:2]1[CH:3]=[C:4]([CH2:9][C:10]#[N:11])[CH:5]=[CH:6][C:7]=1[Cl:8].C(=O)([O-])[O-].[K+:16].[K+].[C:18]([OH:22])(=[O:21])[CH:19]=O>CO>[C:10]([C:9]([C:4]1[CH:5]=[CH:6][C:7]([Cl:8])=[C:2]([Cl:1])[CH:3]=1)=[CH:19][C:18]([O-:22])=[O:21])#[N:11].[K+:16] |f:1.2.3,6.7|. Procedure details: 18.6g (0.1 mol) of (3,4-dichlorophenyl)acetonitrile and 35 g (0.25 mol) of potassium carbonate were initially charged in 200 ml of methanol and admixed with 22.2 g (0.15 mol) of 50% strength agueous glyoxylic acid, and the mixture was stirred at room temperature for 5 h. The residue was filtered off, washed with methylene chloride, stirred with 1 l of water at room temperature overnight and filtered off, and the precipitated product was washed with water and dried. Yield 26.2 g, m.p. 235-238° C. Reaction conditions: temperature 0 celsius, time 4.5 hour. The product is C1(=CC=CC=C1)CCC(=S)S (phenylethyl dithiocarboxylic acid). Procedure details: The inside of a 100 ml three-necked round-bottom flask, to which a dropping funnel is connected, was replaced with nitrogen, then a 1.0M diethyl ether solution (22 ml) of benzyl magnesium chloride was added and the mixture was cooled in an ice bath to 0° C. To this, carbon disulfide (1.32 ml) was dropped from a dropping funnel over 10 minutes, then the mixture was stirred at 0° C. for 4.5 hours. Thereafter, 30 ml of water was added, the mixture was returned to room temperature, the mixture was t... Starting materials: C(C)OCC (diethyl ether), C(C1=CC=CC=C1)[Mg]Cl (benzyl magnesium chloride), C(=S)=S (carbon disulfide). As a reaction SMILES: [CH2:1](OCC)C.[CH2:6]([Mg]Cl)[C:7]1[CH:12]=[CH:11][CH:10]=[CH:9][CH:8]=1.[C:15](=[S:17])=[S:16]>O>[C:7]1([CH2:6][CH2:1][C:15]([SH:17])=[S:16])[CH:12]=[CH:11][CH:10]=[CH:9][CH:8]=1. The solvent is O (water). The reactants are [N+](=O)([O-])C(C)C (2-nitropropane), C1=CC2=NO[N+](=C2C=C1)[O-] (benzofuroxan), C(C)NCC (diethylamine). Run in O1CCCC1 (tetrahydrofuran). Reaction conditions: time 8 hour. The product is CC1([N+](=C2C(=[N+]1[O-])C=CC=C2)[O-])C (2,2-Dimethyl-2H-Benzimidazole-1,3-Dioxide). As a reaction SMILES: [N+:1]([CH:4]([CH3:6])[CH3:5])([O-:3])=O.[CH:7]1[CH:15]=[CH:14][C:13]2[C:9](=[N:10][O:11][N+]=2[O-])[CH:8]=1.C(NCC)C>O1CCCC1>[CH3:5][C:4]1([CH3:6])[N+:1]([O-:3])=[C:13]2[CH:14]=[CH:15][CH:7]=[CH:8][C:9]2=[N+:10]1[O-:11]. Reported procedure: To a mixture containing 2-nitropropane (10.7 g., 0.12 moles), benzofuroxan (13.6 g., 0.10 moles) and tetrahydrofuran (50 ml.) is added dropwise diethylamine (8.7 g., 0.12 mole). The reaction temperature rises during addition. Upon completion of addition, the reaction mixture is allowed to sit overnight at room temperature. The reactants are CCCCOCCOc1ccc(-c2ccc3c(c2)C=C(C(=O)Nc2ccc(SCc4nccn4CCCC)cc2)CCN3CC(C)C)cc1, ClCCl, [Na+], [Na+], O=C(OO)c1cccc(Cl)c1, O=S([O-])([O-])=S. Product: CCCCOCCOc1ccc(-c2ccc3c(c2)C=C(C(=O)Nc2ccc(S(=O)Cc4nccn4CCCC)cc2)CCN3CC(C)C)cc1. Reaction SMILES: [CH2:1]([CH2:2][CH2:3][CH3:4])[O:5][CH2:6][CH2:7][O:8][c:9]1[cH:10][cH:11][c:12](-[c:15]2[cH:16][cH:17][c:18]3[c:19]([cH:49]2)[CH:20]=[C:21]([C:29](=[O:30])[NH:31][c:32]2[cH:33][cH:34][c:35]([S:38][CH2:39][c:40]4[n:41]([CH2:45][CH2:46][CH2:47][CH3:48])[cH:42][cH:43][n:44]4)[cH:36][cH:37]2)[CH2:22][CH2:23][N:24]3[CH2:25][CH:26]([CH3:27])[CH3:28])[cH:13][cH:14]1.[Cl:68][CH2:69][Cl:70].[Na+:66].[Na+:67].[OH:50][O:51][C:52]([c:53]1[cH:54][c:55]([Cl:56])[cH:57][cH:58][cH:59]1)=[O:60].[S:61]([O-:62])([O-:63])(=[O:64])=[S:65]>>[CH2:1]([CH2:2][CH2:3][CH3:4])[O:5][CH2:6][CH2:7][O:8][c:9]1[cH:10][cH:11][c:12](-[c:15]2[cH:16][cH:17][c:18]3[c:19]([cH:49]2)[CH:20]=[C:21]([C:29](=[O:30])[NH:31][c:32]2[cH:33][cH:34][c:35]([S:38]([CH2:39][c:40]4[n:41]([CH2:45][CH2:46][CH2:47][CH3:48])[cH:42][cH:43][n:44]4)=[O:50])[cH:36][cH:37]2)[CH2:22][CH2:23][N:24]3[CH2:25][CH:26]([CH3:27])[CH3:28])[cH:13][cH:14]1. The reactants are C(C)(=O)Cl (acetyl chloride), C(C)(C)(C)OC(=O)N[C@@]1([C@@H]2[C@H]([C@@H]2C(C1)=O)C(=O)OC(C)(C)C)C(=O)OC(C)(C)C (di-t-butyl (1S,2S,5R,6R)-2-(tert-butoxycarbonylamino)-4-oxo-bicyclo[3.1.0]hexane-2,6-dicarboxylate). Solvent: C(C)O (ethanol), O1CCCC1 (tetrahydrofuran), C(C)(=O)OCC (ethyl acetate), C(C)(C)(C)OC (methyl t-butyl ether), C(C)O (ethanol), C(C)(C)(C)OC (methyl t-butyl ether), C(C)(C)(C)OC (methyl t-butyl ether), C(C)(=O)OCC (ethyl acetate). Reaction conditions: time 15 minute. Yields the product Cl.N[C@@]1([C@@H]2[C@H]([C@@H]2C(C1)=O)C(=O)OCC)C(=O)OCC (Diethyl (1S,2S,5R,6R)-2-amino-4-oxo-bicyclo[3.1.0]hexane-2,6-dicarboxylate hydrochloride). Yield: 85.7%. Reaction SMILES: C([Cl:4])(=O)C.C(OC([NH:12][C@@:13]1([C:27]([O:29][C:30](C)(C)[CH3:31])=[O:28])[CH2:18][C:17](=[O:19])[C@@H:16]2[C@H:14]1[C@H:15]2[C:20]([O:22][C:23](C)(C)[CH3:24])=[O:21])=O)(C)(C)C>C(OCC)(=O)C.C(OC)(C)(C)C.C(O)C.O1CCCC1>[ClH:4].[NH2:12][C@@:13]1([C:27]([O:29][CH2:30][CH3:31])=[O:28])[CH2:18][C:17](=[O:19])[C@@H:16]2[C@H:14]1[C@H:15]2[C:20]([O:22][CH2:23][CH3:24])=[O:21] |f:6.7|. Reported procedure: Under a nitrogen atmosphere, add acetyl chloride (86.5 mL, 1.2 mol) to absolute ethanol (1.0 L, 17.2 mol) drop-wise while maintaining the internal reaction temperature below 30° C. Stir the resulting mixture for 15 minutes and add di-t-butyl (1S,2S,5R,6R)-2-(tert-butoxycarbonylamino)-4-oxo-bicyclo[3.1.0]hexane-2,6-dicarboxylate (100 g, 0.24 mol) in one portion. Heat the resulting mixture to reflux for 16-20 hours. Concentrate the reaction mixture to an oil under reduced pressure. Dissolve the cr...